Dataset: the Open Reaction Database (ORD), a public repository of structured organic reaction records. Task: describe an organic reaction: reactants, conditions, products, and yield The reactants are BrCC1CCC1, [Na+], O=C([O-])O, CN(C)C=O, COc1ccc2c(c1O)C13CCNC(C2)C1CC(C)C(=O)C3, [OH]. Product: COc1ccc2c(c1O)C13CCN(CC4CCC4)C(C2)C1CC(C)C(=O)C3. Reaction SMILES: [CH:23]1([CH2:27][Br:28])[CH2:24][CH2:25][CH2:26]1.[Na+:33].[O-:29][C:30]([OH:31])=[O:32].[O:35]=[CH:36][N:37]([CH3:38])[CH3:39].[OH:1][c:2]1[c:3]([O:21][CH3:22])[cH:4][cH:5][c:6]2[c:15]1[C:14]13[CH:9]([CH:8]([CH2:7]2)[NH:18][CH2:17][CH2:16]1)[CH2:10][CH:11]([CH3:20])[C:12](=[O:19])[CH2:13]3.[OH:34]>>[OH:1][c:2]1[c:3]([O:21][CH3:22])[cH:4][cH:5][c:6]2[c:15]1[C:14]13[CH:9]([CH:8]([CH2:7]2)[N:18]([CH2:27][CH:23]2[CH2:24][CH2:25][CH2:26]2)[CH2:17][CH2:16]1)[CH2:10][CH:11]([CH3:20])[C:12](=[O:19])[CH2:13]3. The reactants are O (Water), BrC=1SC=C(N1)C1=CC=C(C=C1)F (2-bromo-4-(4-fluorophenyl)-1,3-thiazole), N1(CCNCC1)C(=O)OC(C)(C)C (tert-butyl piperazine-1-carboxylate), C([O-])([O-])=O.[K+].[K+] (potassium carbonate). Run in CN(C=O)C (dimethylformamide). Yields the product FC1=CC=C(C=C1)C=1N=C(SC1)N1CCN(CC1)C(=O)OC(C)(C)C (tert-Butyl 4-[4-(4-fluorophenyl)-1,3-thiazol-2-yl]piperazine-1-carboxylate). Yield: 52.0%. Reaction SMILES: Br[C:2]1[S:3][CH:4]=[C:5]([C:7]2[CH:12]=[CH:11][C:10]([F:13])=[CH:9][CH:8]=2)[N:6]=1.[N:14]1([C:20]([O:22][C:23]([CH3:26])([CH3:25])[CH3:24])=[O:21])[CH2:19][CH2:18][NH:17][CH2:16][CH2:15]1.C(=O)([O-])[O-].[K+].[K+].O>CN(C)C=O>[F:13][C:10]1[CH:11]=[CH:12][C:7]([C:5]2[N:6]=[C:2]([N:17]3[CH2:16][CH2:15][N:14]([C:20]([O:22][C:23]([CH3:26])([CH3:25])[CH3:24])=[O:21])[CH2:19][CH2:18]3)[S:3][CH:4]=2)=[CH:8][CH:9]=1 |f:2.3.4|. Procedure details: A solution of 2-bromo-4-(4-fluorophenyl)-1,3-thiazole (4.49 g, 17.4 mmol), tert-butyl piperazine-1-carboxylate (6.48 g, 34.8 mmol) and potassium carbonate (2.4 g, 17.4 mmol) in dimethylformamide (55 ml) was stirred at 120° C. for 8 hours. Water was poured into the reaction solution, and the mixture was extracted with ethyl acetate. The extract was washed with water and dried over anhydrous magnesium sulfate, and the solvent was distilled off under reduced pressure. The residue was purified by si... The reactants are C1COCCO1, O=S(=O)(Nc1cccc(-c2nc(C3CCOCC3)sc2-c2ccnc(Cl)n2)c1F)c1ccoc1, CC(O)CN. Yields the product CC(O)CNc1nccc(-c2sc(C3CCOCC3)nc2-c2cccc(NS(=O)(=O)c3ccoc3)c2F)n1. Reaction SMILES: [CH2:40]1[O:41][CH2:42][CH2:43][O:44][CH2:45]1.[Cl:1][c:2]1[n:3][cH:4][cH:5][c:6](-[c:8]2[c:9](-[c:19]3[c:20]([F:34])[c:21]([NH:25][S:26](=[O:27])(=[O:28])[c:29]4[cH:30][o:31][cH:32][cH:33]4)[cH:22][cH:23][cH:24]3)[n:10][c:11]([CH:13]3[CH2:14][CH2:15][O:16][CH2:17][CH2:18]3)[s:12]2)[n:7]1.[NH2:35][CH2:36][CH:37]([CH3:38])[OH:39]>>[c:2]1([NH:35][CH2:36][CH:37]([CH3:38])[OH:39])[n:3][cH:4][cH:5][c:6](-[c:8]2[c:9](-[c:19]3[c:20]([F:34])[c:21]([NH:25][S:26](=[O:27])(=[O:28])[c:29]4[cH:30][o:31][cH:32][cH:33]4)[cH:22][cH:23][cH:24]3)[n:10][c:11]([CH:13]3[CH2:14][CH2:15][O:16][CH2:17][CH2:18]3)[s:12]2)[n:7]1. Starting materials: CC(C)(C)[Si](C)(C)OCCC1OCCc2cc(C(N)=O)ccc21, CC(=O)O, O. Yields the product NC(=O)c1ccc2c(c1)CCOC2CCO. Reaction SMILES: [C:1]([Si:2]([CH3:3])([CH3:4])[O:6][CH2:7][CH2:8][CH:9]1[O:10][CH2:11][CH2:12][c:13]2[c:14]1[cH:15][cH:16][c:17]([C:19](=[O:20])[NH2:21])[cH:18]2)([CH3:5])([CH3:22])[CH3:23].[CH3:24][C:25](=[O:26])[OH:27].[OH2:28]>>[OH:6][CH2:7][CH2:8][CH:9]1[O:10][CH2:11][CH2:12][c:13]2[c:14]1[cH:15][cH:16][c:17]([C:19](=[O:20])[NH2:21])[cH:18]2. Reactants: [Al+3], [H-], [H-], [H-], [H-], [Li+], NCC#CCN1CCN(c2cccc(C(F)(F)F)c2)CC1, C1CCOC1. Product: NCC=CCN1CCN(c2cccc(C(F)(F)F)c2)CC1. Reaction SMILES: [Al+3:23].[H-:22].[H-:25].[H-:26].[H-:27].[Li+:24].[NH2:1][CH2:2][C:3]#[C:4][CH2:5][N:6]1[CH2:7][CH2:8][N:9]([c:12]2[cH:13][c:14]([C:18]([F:19])([F:20])[F:21])[cH:15][cH:16][cH:17]2)[CH2:10][CH2:11]1.[O:28]1[CH2:29][CH2:30][CH2:31][CH2:32]1>>[NH2:1][CH2:2][CH:3]=[CH:4][CH2:5][N:6]1[CH2:7][CH2:8][N:9]([c:12]2[cH:13][c:14]([C:18]([F:19])([F:20])[F:21])[cH:15][cH:16][cH:17]2)[CH2:10][CH2:11]1. The reactants are N1CCCCC1 (piperidine), Cl(=O)(=O)(=O)[O-].CSC1=[S+]C=CS1 (2-methylthio-1,3-dithiolium perchlorate). Product: Cl(=O)(=O)(=O)[O-].S1C(SC=C1)=[N+]1CCCCC1 (1-(1,3-dithiol-2-ylidene)piperidinium perchlorate). The yield is 73.6%. RXN SMILES: [NH:1]1[CH2:6][CH2:5][CH2:4][CH2:3][CH2:2]1.[Cl:7]([O-:11])(=[O:10])(=[O:9])=[O:8].CS[C:14]1[S:18][CH:17]=[CH:16][S+:15]=1>>[Cl:7]([O-:11])(=[O:10])(=[O:9])=[O:8].[S:15]1[CH:16]=[CH:17][S:18][C:14]1=[N+:1]1[CH2:6][CH2:5][CH2:4][CH2:3][CH2:2]1 |f:1.2,3.4|. Procedure: 1.0 ml of piperidine and 2.5 g of 2-methylthio-1,3-dithiolium perchlorate were treated in the same manner as in Example 26, and the product was recrystallized from acetone-ethyl ether, whereby 2.1 g (yield: 73.6%) of 1-(1,3-dithiol-2-ylidene)piperidinium perchlorate (Compound No. 34) was obtained as crystals having a melting point of from 171° to 172° C. Starting materials: C(C)OC(CCC1CCC=2C(=NC=3N=CC=CC3C2)C1)=O (3-(6,7,8,9-tetrahydro-benzo[b]-[1,8]naphthyridin-8-yl)-propionic acid ethyl ester). Reagents/catalysts: [Pd] (Pd on carbon). Run in C(C)O (ethanol). Reaction conditions: time 12 hour. Product: C(C)OC(CCC1CCC=2C(=NC=3NCCCC3C2)C1)=O (3-(1,2,3,4,6,7,8,9-octahydro-benzo[b]-[1,8]naphthyridin-8-yl)-propionic acid ethyl ester). As a reaction SMILES: [CH2:1]([O:3][C:4](=[O:21])[CH2:5][CH2:6][CH:7]1[CH2:20][C:11]2=[N:12][C:13]3[N:14]=[CH:15][CH:16]=[CH:17][C:18]=3[CH:19]=[C:10]2[CH2:9][CH2:8]1)[CH3:2]>C(O)C.[Pd]>[CH2:1]([O:3][C:4](=[O:21])[CH2:5][CH2:6][CH:7]1[CH2:20][C:11]2=[N:12][C:13]3[NH:14][CH2:15][CH2:16][CH2:17][C:18]=3[CH:19]=[C:10]2[CH2:9][CH2:8]1)[CH3:2]. Reported procedure: A mixture of 14-2 (0.298 g, 1.05 mmol) and Pd on carbon (0.060 g) in ethanol (10 mL) was placed under 1 atm of H2 and stirred for 12 h. The solution was concentrated. The residue was purified by flash chromatography (5% MeOH in CH2Cl2) to give 14-3. The reactants are Cl.N12CC3C(C(CC(C1)C3)C2)C(=O)O (1-azatricyclo[3.3.1.13,7]decane-4-carboxylic acid hydrochloride), S(O)(O)(=O)=O (sulfuric acid), CCO (EtOH). The product is N12CC3C(C(CC(C1)C3)C2)C(=O)OCC (ethyl 1-azatricyclo[3.3.1.13,7]decane-4-carboxylate). RXN SMILES: Cl.[N:2]12[CH2:11][CH:6]3[CH2:7][CH:8]([CH2:10][CH:4]([CH:5]3[C:12]([OH:14])=[O:13])[CH2:3]1)[CH2:9]2.S(=O)(=O)(O)O.[CH3:20][CH2:21]O>>[N:2]12[CH2:11][CH:6]3[CH2:7][CH:8]([CH2:10][CH:4]([CH:5]3[C:12]([O:14][CH2:20][CH3:21])=[O:13])[CH2:3]1)[CH2:9]2 |f:0.1|. Procedure details: To a solution of 1-azatricyclo[3.3.1.13,7]decane-4-carboxylic acid hydrochloride in EtOH was added concentrated sulfuric acid, followed by heating under reflux for 18 hours. The reaction liquid was concentrated under reduced pressure and then diluted with EtOAc. The EtOAc layer was washed with an aqueous NaHCO3 solution and brine in this order, dried over MgSO4, and then concentrated under reduced pressure to obtain a yellow oily substance. This was purified by silica gel column chromatography (... Reaction SMILES: [Br:1][C:2]1[C:3]([C:14]([O:16][CH2:17][CH3:18])=[O:15])=[C:4]([CH3:13])[NH:5][C:6]=1[C:7]1[CH:12]=[CH:11][CH:10]=[CH:9][CH:8]=1.[CH3:19]N(C=O)C.[H-].[Na+].CI>[Cl-].[Na+].O>[Br:1][C:2]1[C:3]([C:14]([O:16][CH2:17][CH3:18])=[O:15])=[C:4]([CH3:13])[N:5]([CH3:19])[C:6]=1[C:7]1[CH:12]=[CH:11][CH:10]=[CH:9][CH:8]=1 |f:2.3,5.6.7|. Procedure details: Ethyl 4-bromo-2-methyl-5-phenyl-1H-pyrrole-3-carboxylate (3.31 g, 11.4 mmol) was dissolved into anhydrous DMF (50 mL). After stirring at 0° C. for 15 min, to this solution was added NaH (60%, 0.55 g, 13.7 mmol). The mixture was held at 0° C. for 10 min and then MeI (2.13 mL, 34.2 mmol) was added to the mixture. The reaction mixture was gradually warmed to RT and stirred overnight. The mixture was poured into brine (100 mL) and extracted with ethyl acetate (200 mL). The organic phase was dried ov... Reaction conditions: temperature 0 celsius, time 15 minute. The reactants are [H-].[Na+] (NaH), BrC=1C(=C(NC1C1=CC=CC=C1)C)C(=O)OCC (Ethyl 4-bromo-2-methyl-5-phenyl-1H-pyrrole-3-carboxylate), CN(C)C=O (DMF), CI (MeI). Isolated yield 115.0%. Solvent: [Cl-].[Na+].O (brine). Yields the product crude intermediate, BrC=1C(=C(N(C1C1=CC=CC=C1)C)C)C(=O)OCC (ethyl 4-bromo-1,2-dimethyl-5-phenyl-1H-pyrrole-3-carboxylate).